Task: describe an organic reaction: reactants, conditions, products, and yield. Dataset: the Open Reaction Database (ORD), a public repository of structured organic reaction records As a reaction SMILES: [NH2:1][C:2]1[N:3]([CH3:32])[C:4](=[O:31])[C:5]([CH3:30])([CH3:29])[C@:6]([C:9]2[CH:10]=[C:11]([NH:16][C:17]3[CH:26]=[CH:25][C:20]([C:21]([O:23]C)=[O:22])=[CH:19][C:18]=3[O:27][CH3:28])[CH:12]=[CH:13][C:14]=2[F:15])([CH3:8])[N:7]=1.[Li+].[OH-]>C1COCC1.CO.O>[NH2:1][C:2]1[N:3]([CH3:32])[C:4](=[O:31])[C:5]([CH3:29])([CH3:30])[C@:6]([C:9]2[CH:10]=[C:11]([NH:16][C:17]3[CH:26]=[CH:25][C:20]([C:21]([OH:23])=[O:22])=[CH:19][C:18]=3[O:27][CH3:28])[CH:12]=[CH:13][C:14]=2[F:15])([CH3:8])[N:7]=1 |f:1.2|. Yields the product NC=1N(C(C([C@@](N1)(C)C=1C=C(C=CC1F)NC1=C(C=C(C(=O)O)C=C1)OC)(C)C)=O)C ((S)-4-(3-(2-Amino-1,4,5,5-tetramethyl-6-oxo-1,4,5,6-tetrahydropyrimidin-4-yl)-4-fluorophenylamino)-3-methoxybenzoic acid). Reactants: NC=1N(C(C([C@@](N1)(C)C=1C=C(C=CC1F)NC1=C(C=C(C(=O)OC)C=C1)OC)(C)C)=O)C ((S)-methyl 4-(3-(2-amino-1,4,5,5-tetramethyl-6-oxo-1,4,5,6-tetrahydropyrimidin-4-yl)-4-fluorophenylamino)-3-methoxybenzoate), [Li+].[OH-] (LiOH). Procedure details: To a solution of (S)-methyl 4-(3-(2-amino-1,4,5,5-tetramethyl-6-oxo-1,4,5,6-tetrahydropyrimidin-4-yl)-4-fluorophenylamino)-3-methoxybenzoate (example 123, 0.05 mmol) in THF (1 ml), MeOH (0.3 ml) and H2O (0.3 ml) was added LiOH (1N, 0.1 mmole) and the reaction mixture was stirred at room temperature for 12 h. The mixture was concentrated in vacuo, the residue was dissolved in aqueous HCl (0.5N) until pH=5 and extracted with dichloromethane. The organic phase was separated, dried over Na2SO4 and e... Run at time 12 hour. Run in C1CCOC1 (THF), CO (MeOH), O (H2O).